This data is from the Open Reaction Database (ORD), a public repository of structured organic reaction records. The task is: describe an organic reaction: reactants, conditions, products, and yield The reactants are N1N=C(C2=CC=CC=C12)CC(=O)O (2-(1H-indazol-3-yl)acetic acid), CO (methanol). The reagents and catalysts are S(O)(O)(=O)=O (sulfuric acid). The product is N1N=C(C2=CC=CC=C12)CC(=O)OC (methyl 2-(1H-indazol-3-yl)acetate). RXN SMILES: [NH:1]1[C:9]2[C:4](=[CH:5][CH:6]=[CH:7][CH:8]=2)[C:3]([CH2:10][C:11]([OH:13])=[O:12])=[N:2]1.[CH3:14]O>S(=O)(=O)(O)O>[NH:1]1[C:9]2[C:4](=[CH:5][CH:6]=[CH:7][CH:8]=2)[C:3]([CH2:10][C:11]([O:13][CH3:14])=[O:12])=[N:2]1. Reported procedure: A solution of 2-(1H-indazol-3-yl)acetic acid (300 mg, 1.70 mmol) in methanol (15 mL) containing 5 drops of concentrated sulfuric acid was refluxed for 14 hours. The reaction mixture was concentrated under reduced pressure to a low volume, and then diluted with ethyl acetate (8 mL). The organic layer was treated with water (2×5 mL) and 10% sodium bicarbonate solution (5 mL). The ethyl acetate phase was collected, dried over sodium sulfate and concentrated to quantitatively obtain the title compou... Starting materials: O1CC(C1)=O (oxetan-3-one), ClC1=NC(=CC(=C1)I)C(F)(F)F (2-Chloro-4-iodo-6-(trifluoromethyl)pyridine), C(C)(C)[Mg]Cl (isopropylmagnesium chloride), C(C)OCC (diethyl ether). Solvent: O1CCCC1 (Tetrahydrofuran), O1CCCC1 (tetrahydrofuran). Run at temperature 0 celsius, time 30 minute. Product: ClC1=NC(=CC(=C1)C1(COC1)O)C(F)(F)F (3-[2-chloro-6-(trifluoromethyl)pyridin-4-yl]oxetan-3-ol). As a reaction SMILES: [Cl:1][C:2]1[CH:7]=[C:6](I)[CH:5]=[C:4]([C:9]([F:12])([F:11])[F:10])[N:3]=1.C([Mg]Cl)(C)C.C(OCC)C.[O:23]1[CH2:26][C:25](=[O:27])[CH2:24]1>O1CCCC1>[Cl:1][C:2]1[CH:7]=[C:6]([C:25]2([OH:27])[CH2:26][O:23][CH2:24]2)[CH:5]=[C:4]([C:9]([F:12])([F:11])[F:10])[N:3]=1. Reported procedure: To a solution of 2-chloro-4-iodo-6-(trifluoromethyl)pyridine (1.00 g, 3.25 mmol, European Journal of Organic Chemistry, (18), 3793-3798, 2004) in tetrahydrofuran (20 mL) at 0° C. was added dropwise 2.0 M isopropylmagnesium chloride in diethyl ether (1.95 mL, 3.90 mmol, Aldrich). After stirring for 30 minutes at 0° C., a solution of oxetan-3-one (0.281 g, 3.90 mmol, Synthonix) in Tetrahydrofuran (5 mL) was added. After stirring for 1 hour, the reaction was quenched by the addition of water and am... The reactants are O=C([O-])[O-], CCCCOC(=O)Cl, ClCCl, [Na+], [Na+], O, CC(C)Cc1cc(-c2cccc(Cn3ccnc3-c3ccccn3)c2)c(S(=O)(=O)NC(C)(C)C)s1. Product: CCCCOC(=O)NS(=O)(=O)c1sc(CC(C)C)cc1-c1cccc(Cn2ccnc2-c2ccccn2)c1. RXN SMILES: [C:36](=[O:37])([O-:38])[O-:39].[Cl:43][C:44](=[O:45])[O:46][CH2:47][CH2:48][CH2:49][CH3:50].[Cl:51][CH2:52][Cl:53].[Na+:40].[Na+:41].[OH2:42].[n:1]1[c:2](-[c:7]2[n:8]([CH2:12][c:13]3[cH:14][c:15](-[c:19]4[c:20]([S:28](=[O:29])(=[O:30])[NH:31][C:32]([CH3:33])([CH3:34])[CH3:35])[s:21][c:22]([CH2:24][CH:25]([CH3:26])[CH3:27])[cH:23]4)[cH:16][cH:17][cH:18]3)[cH:9][cH:10][n:11]2)[cH:3][cH:4][cH:5][cH:6]1>>[n:1]1[c:2](-[c:7]2[n:8]([CH2:12][c:13]3[cH:14][c:15](-[c:19]4[c:20]([S:28](=[O:29])(=[O:30])[NH:31][C:44](=[O:45])[O:46][CH2:47][CH2:48][CH2:49][CH3:50])[s:21][c:22]([CH2:24][CH:25]([CH3:26])[CH3:27])[cH:23]4)[cH:16][cH:17][cH:18]3)[cH:9][cH:10][n:11]2)[cH:3][cH:4][cH:5][cH:6]1. Starting materials: CC1(C2=C(C(C=3C4=CC=C(C=C4NC13)C#N)=O)C=CC(=C2)C2CCNCC2)C (6,6-dimethyl-11-oxo-8-piperidin-4-yl-6,11-dihydro-5H-benzo[b]carbazole-3-carbonitrile), N1(C=NC=C1)S(=O)(=O)N1C=[N+](C=C1)C (3-(imidazole-1-sulfonyl)-1-methyl-3H-imidazol-1-ium). The product is N1(C=NC=C1)S(=O)(=O)N1CCC(CC1)C=1C=CC2=C(C(C=3NC4=CC(=CC=C4C3C2=O)C#N)(C)C)C1 (8-[1-(Imidazole-1-sulfonyl)-piperidin-4-yl]-6,6-dimethyl-11-oxo-6,11-dihydro-5H-benzo[b]carbazole-3-carbonitrile). The yield is 22.2%. As a reaction SMILES: [CH3:1][C:2]1([CH3:28])[C:14]2[NH:13][C:12]3[C:7](=[CH:8][CH:9]=[C:10]([C:15]#[N:16])[CH:11]=3)[C:6]=2[C:5](=[O:17])[C:4]2[CH:18]=[CH:19][C:20]([CH:22]3[CH2:27][CH2:26][NH:25][CH2:24][CH2:23]3)=[CH:21][C:3]1=2.[N:29]1([S:34](N2C=C[N+](C)=C2)(=[O:36])=[O:35])[CH:33]=[CH:32][N:31]=[CH:30]1>>[N:29]1([S:34]([N:25]2[CH2:26][CH2:27][CH:22]([C:20]3[CH:19]=[CH:18][C:4]4[C:5](=[O:17])[C:6]5[C:7]6[C:12](=[CH:11][C:10]([C:15]#[N:16])=[CH:9][CH:8]=6)[NH:13][C:14]=5[C:2]([CH3:28])([CH3:1])[C:3]=4[CH:21]=3)[CH2:23][CH2:24]2)(=[O:36])=[O:35])[CH:33]=[CH:32][N:31]=[CH:30]1. Reported procedure: According to the method disclosed in Journal of Organic Chemistry, 2003, page 115, 6,6-dimethyl-11-oxo-8-piperidin-4-yl-6,11-dihydro-5H-benzo[b]carbazole-3-carbonitrile (Compound B3-13-2, 10 mg, 0.027 mmol) was reacted with 3-(imidazole-1-sulfonyl)-1-methyl-3H-imidazol-1-ium (19 mg, 2 eq.). After removing the solvent, the residues were purified by liquid chromatography to obtain the title compound (3 mg). The reactants are [Na].OC=1C=NC=CC1 (3-hydroxypyridine sodium salt), BrC(C(=O)O)C1=CC=CC=C1 (alpha-bromophenylacetic acid), O1CCCC1 (tetrahydrofuran). The product is COC(C(OC=1C=NC=CC1)C1=CC=CC=C1)=O (Phenyl-(pyridin-3-yloxy)-acetic Acid Methyl Ester). RXN SMILES: [Na].[OH:2][C:3]1[CH:4]=[N:5][CH:6]=[CH:7][CH:8]=1.Br[CH:10]([C:14]1[CH:19]=[CH:18][CH:17]=[CH:16][CH:15]=1)[C:11]([OH:13])=[O:12].O1CCC[CH2:21]1>>[CH3:21][O:13][C:11](=[O:12])[CH:10]([C:14]1[CH:19]=[CH:18][CH:17]=[CH:16][CH:15]=1)[O:2][C:3]1[CH:4]=[N:5][CH:6]=[CH:7][CH:8]=1 |f:0.1,^1:0|. Reported procedure: To a slurry of 3-hydroxypyridine sodium salt, 4.6 g (26.4 mmol) in 200 mL of tetrahydrofuran was added 5.0 g (22.0 mmol) of alpha-bromophenylacetic acid. The reaction mixture was refluxed for two hours, cooled to rt. and concentrated to dryness. The residue was partitioned between 20% isopropanol/chloroform and water. The mixture was washed with saturated NaHCO3, washed with brine, dried over Na2SO4, filtered and concentrated to dryness. The residue was purified by column chromatography using Me... Starting materials: BrCCC1=C2CC(NC2=CC=C1)=O (4-(2'-bromoethyl)-1,3-dihydro-2H-indol-2-one), C(CC)NCCC (di-n-propylamine). The solvent is Cl (hydrochloric acid). Conditions: time 30 minute. Product: C(CC)N(CCC1=C2CC(NC2=CC=C1)=O)CCC (4-[2-(dipropylamino)ethyl]-1.3-dihydro-2H-indol-2-one). Yield: 6.0%. RXN SMILES: Br[CH2:2][CH2:3][C:4]1[CH:12]=[CH:11][CH:10]=[C:9]2[C:5]=1[CH2:6][C:7](=[O:13])[NH:8]2.[CH2:14]([NH:17][CH2:18][CH2:19][CH3:20])[CH2:15][CH3:16]>Cl>[CH2:14]([N:17]([CH2:18][CH2:19][CH3:20])[CH2:2][CH2:3][C:4]1[CH:12]=[CH:11][CH:10]=[C:9]2[C:5]=1[CH2:6][C:7](=[O:13])[NH:8]2)[CH2:15][CH3:16]. Reported procedure: Under an atmosphere of nitrogen, a suspension of 4-(2'-bromoethyl)-1,3-dihydro-2H-indol-2-one (245 mg, 102 mmol) was prepared by the addition of di-n-propylamine (1.00 g, 10 mmol, 1.35 ml) which has previously been degassed with a stream of nitrogen. After stirring for 30 minutes, degassed acetonitrile (5 ml) was added to give a pale yellow solution. After an additional hour the solution was heated, and maintained at reflux for 5 hours. After cooling to ambient temperature, the solution was pour...